From a dataset of the Open Reaction Database (ORD), a public repository of structured organic reaction records. describe an organic reaction: reactants, conditions, products, and yield Starting materials: ClC1=NC2=C(N1C)C(=CC=C2)NC2=CC=C(C#N)C=C2 (4-[(2-chloro-1-methyl-1H-benzimidazol-7-yl)amino]benzonitrile), [H-].[Na+] (sodium hydride), BrC(C)C (2-bromopropane). Reagents/catalysts: [I-].C(CCC)[N+](CCCC)(CCCC)CCCC (tetrabutylammonium iodide). Run in O (water). Reaction conditions: time 12 hour. Product: ClC1=NC2=C(N1C)C(=CC=C2)N(C2=CC=C(C#N)C=C2)C(C)C (4-[(2-Chloro-1-methyl-1H-benzimidazol-7-yl)(isopropyl)amino]benzonitrile). Isolated yield 87.2%. As a reaction SMILES: [Cl:1][C:2]1[N:6]([CH3:7])[C:5]2[C:8]([NH:12][C:13]3[CH:20]=[CH:19][C:16]([C:17]#[N:18])=[CH:15][CH:14]=3)=[CH:9][CH:10]=[CH:11][C:4]=2[N:3]=1.[H-].[Na+].Br[CH:24]([CH3:26])[CH3:25]>[I-].C([N+](CCCC)(CCCC)CCCC)CCC.O>[Cl:1][C:2]1[N:6]([CH3:7])[C:5]2[C:8]([N:12]([CH:24]([CH3:26])[CH3:25])[C:13]3[CH:14]=[CH:15][C:16]([C:17]#[N:18])=[CH:19][CH:20]=3)=[CH:9][CH:10]=[CH:11][C:4]=2[N:3]=1 |f:1.2,4.5|. Procedure details: To a suspension of 4-[(2-chloro-1-methyl-1H-benzimidazol-7-yl)amino]benzonitrile (64 mg, 0.226 mmol), tetrabutylammonium iodide (8.4 mg, 0.023 mmol) and sodium hydride (18.1 mg, 0.679 mmol, 90% dry) was added 2-bromopropane (0.07231 ml, 0.679 mmol), and the mixture was stirred at room temperature for 12 hr. The reaction mixture was diluted with water and extracted with ethyl acetate. The extract was washed with brine, dried over sodium sulfate and concentrated in vacuo. The residue was chromatog... Reactants: P(=O)(Cl)(Cl)Cl (Phosphorus oxychloride), ClC1=CC=CC2=C1C(NS2)=O (4-chlorobenzo[d]isothiazol-3(2H)-one). Yields the product ClC1=NSC2=C1C(=CC=C2)Cl (3,4-dichlorobenzo[d]isothiazole). Reaction SMILES: P(Cl)(Cl)([Cl:3])=O.[Cl:6][C:7]1[C:12]2[C:13](=O)[NH:14][S:15][C:11]=2[CH:10]=[CH:9][CH:8]=1>>[Cl:3][C:13]1[C:12]2[C:7]([Cl:6])=[CH:8][CH:9]=[CH:10][C:11]=2[S:15][N:14]=1. Reported procedure: Phosphorus oxychloride was added slowly to 4-chlorobenzo[d]isothiazol-3(2H)-one (2.34 g). The reaction mixture was heated at reflux overnight. After normal aqueous work-up, the product was purified by column chromatography, on silica gel, eluted with a mixture of 5% ethyl acetate in hexanes to provide 3,4-dichlorobenzo[d]isothiazole. (This method can be used to 1,2-benzisothiozal-3-ones). 1H NMR (300 MHz, DMSO-d6): 8.23-8.31 (m, 1H), 7.62 ppm (d, 2H). MW=204 confirmed by LC-MS, tr=2.38 min (Meth...